From a dataset of the Open Reaction Database (ORD), a public repository of structured organic reaction records. describe an organic reaction: reactants, conditions, products, and yield The reactants are CS(=O)(=O)CCO, O=C(O)c1ccc(F)c(S(=O)(=O)N2CCOCC2)c1, [H-], [Na+], CN(C)C=O. Yields the product O=C(O)c1ccc(O)c(S(=O)(=O)N2CCOCC2)c1. RXN SMILES: [CH3:20][S:21](=[O:22])([CH2:23][CH2:24][OH:25])=[O:26].[F:1][c:2]1[c:3]([S:11](=[O:12])(=[O:13])[N:14]2[CH2:15][CH2:16][O:17][CH2:18][CH2:19]2)[cH:4][c:5]([C:6](=[O:7])[OH:8])[cH:9][cH:10]1.[H-:27].[Na+:28].[O:29]=[CH:30][N:31]([CH3:32])[CH3:33]>>[c:2]1([OH:22])[c:3]([S:11](=[O:12])(=[O:13])[N:14]2[CH2:15][CH2:16][O:17][CH2:18][CH2:19]2)[cH:4][c:5]([C:6](=[O:7])[OH:8])[cH:9][cH:10]1. The reactants are C(C)OC(CC1=CC(=CC=C1)SC1=C(NC2=CC(=CC=C12)Cl)C)=O ([3-(6-chloro-2-methyl-1H-indol-3-ylsulfanyl)-phenyl]-acetic acid ethyl ester), BrC=1C=NN(C1)CC (4-bromo-1-ethylpyrazole). Yields the product C(C)OC(CC1=CC(=CC=C1)SC1=C(N(C2=CC(=CC=C12)Cl)C=1C=NN(C1)CC)C)=O ({3-[6-Chloro-1-(1-ethyl-1H-pyrazol-4-yl)-2-methyl-1H-indol-3-ylsulfanyl]-phenyl}-acetic acid ethyl ester). RXN SMILES: [CH2:1]([O:3][C:4](=[O:24])[CH2:5][C:6]1[CH:11]=[CH:10][CH:9]=[C:8]([S:12][C:13]2[C:21]3[C:16](=[CH:17][C:18]([Cl:22])=[CH:19][CH:20]=3)[NH:15][C:14]=2[CH3:23])[CH:7]=1)[CH3:2].Br[C:26]1[CH:27]=[N:28][N:29]([CH2:31][CH3:32])[CH:30]=1>>[CH2:1]([O:3][C:4](=[O:24])[CH2:5][C:6]1[CH:11]=[CH:10][CH:9]=[C:8]([S:12][C:13]2[C:21]3[C:16](=[CH:17][C:18]([Cl:22])=[CH:19][CH:20]=3)[N:15]([C:26]3[CH:27]=[N:28][N:29]([CH2:31][CH3:32])[CH:30]=3)[C:14]=2[CH3:23])[CH:7]=1)[CH3:2]. Reported procedure: Prepared according to the procedure described in Example 42, Step 4, using the following starting materials: [3-(6-chloro-2-methyl-1H-indol-3-ylsulfanyl)-phenyl]-acetic acid ethyl ester and 4-bromo-1-ethylpyrazole. Reactants: C(C)(C)NC1CCCCC1 (N-isopropylcyclohexylamine), C(CCC)[Li] (n-butyllithium), C(C)OC(CC1=CC(=C(C=C1)OC)OC)=O (3,4-dimethoxyphenylacetic acid ethyl ester), ClC1=NC=C(C(=N1)Cl)CI (2,4-Dichloro-5-(iodomethyl)pyrimidine). Solvent: C(C)(=O)OCC (ethyl acetate), O1CCCC1 (tetrahydrofuran), O1CCCC1 (tetrahydrofuran), O1CCCC1 (tetrahydrofuran). Reaction conditions: temperature -78 celsius, time 30 minute. Product: C(C)OC(C(CC=1C(=NC(=NC1)Cl)Cl)C1=CC(=C(C=C1)OC)OC)=O (3-(2,4-dichloro-pyrimidin-5-yl)-2-(3,4-dimethoxy-phenyl)-propionic acid ethyl ester). Reaction SMILES: C(NC1CCCCC1)(C)C.C([Li])CCC.[CH2:16]([O:18][C:19](=[O:31])[CH2:20][C:21]1[CH:26]=[CH:25][C:24]([O:27][CH3:28])=[C:23]([O:29][CH3:30])[CH:22]=1)[CH3:17].[Cl:32][C:33]1[N:38]=[C:37]([Cl:39])[C:36]([CH2:40]I)=[CH:35][N:34]=1>O1CCCC1.C(OCC)(=O)C>[CH2:16]([O:18][C:19](=[O:31])[CH:20]([C:21]1[CH:26]=[CH:25][C:24]([O:27][CH3:28])=[C:23]([O:29][CH3:30])[CH:22]=1)[CH2:40][C:36]1[C:37]([Cl:39])=[N:38][C:33]([Cl:32])=[N:34][CH:35]=1)[CH3:17]. Procedure details: To a solution of N-isopropylcyclohexylamine (720 mg, 5.0 mmol) (Aldrich) in dry tetrahydrofuran (10 mL) was added n-butyllithium (2.5 M in hexanes, 2.0 mL, 5.0 mmol) (Aldrich) at −78° C. under argon. After 30 minutes, a solution of 3,4-dimethoxyphenylacetic acid ethyl ester (1.12 g, 5.0 mmol) (Lancaster) in tetrahydrofuran (3 mL) was added by injection via a syringe and the reaction mixture was stirred at −78° C. for another 30 minutes. To the reaction mixture was added a solution of 2,4-dichlor... The reactants are resultant mixture, O (Water), ClC1=CC(=C(N)C=C1OCC#C)F (4-chloro-2-fluoro-5-(2-propynyl)oxyaniline), C12C(NCC2C1)C(=O)O ((±)-3-azabicyclo[3.1.0]hexane-2-carboxylic acid), C[Al](C)C (trimethylaluminum). Solvent: C(Cl)Cl (methylene chloride). Run at temperature 5 celsius. Product: ClC1=CC(=C(C=C1OCC#C)NC(=O)C1C2CC2CN1)F (N-[4-chloro-2-fluoro-5-(2-propynyloxy)phenyl]-3-azabicyclo-[3.1.0]hexane-2-carboxamide). The yield is 35.7%. RXN SMILES: [Cl:1][C:2]1[C:8]([O:9][CH2:10][C:11]#[CH:12])=[CH:7][C:5]([NH2:6])=[C:4]([F:13])[CH:3]=1.[CH:14]12[CH2:19][CH:18]1[CH2:17][NH:16][CH:15]2[C:20](O)=[O:21].C[Al](C)C.O>C(Cl)Cl>[Cl:1][C:2]1[C:8]([O:9][CH2:10][C:11]#[CH:12])=[CH:7][C:5]([NH:6][C:20]([CH:15]2[NH:16][CH2:17][CH:18]3[CH:14]2[CH2:19]3)=[O:21])=[C:4]([F:13])[CH:3]=1. Procedure details: To a mixture of 2.36 g (11.79 mmol) of 4-chloro-2-fluoro-5-(2-propynyl)oxyaniline and 1.5 g (11.79 mmol) of (±)-3-azabicyclo[3.1.0]hexane-2-carboxylic acid in methylene chloride (150 mL) stirred under nitrogen and cooled to 5° C. was added trimethylaluminum dropwise (2.0M, 11.8 mL, 23.58 mmol). The resultant mixture was stirred at room temperature for 48 h. Water (100 mL) was added dropwise at ice-bath temperature. The solid inorganic material which formed was filtered, and the filtrate was drie... The reactants are BrCCBr, O=C([O-])[O-], CC(C)(C)OC(=O)c1ccc(-c2ccccc2)cc1NC(=O)c1ccc(O)cc1OCc1ccccc1, CCOC(C)=O, CN(C)C=O, [K+], [K+], O=C(O)CC(O)(CC(=O)O)C(=O)O. Yields the product CC(C)(C)OC(=O)c1ccc(-c2ccccc2)cc1NC(=O)c1ccc(OCCBr)cc1OCc1ccccc1. Reaction SMILES: [Br:7][CH2:8][CH2:9][Br:10].[C:1](=[O:2])([O-:3])[O-:4].[CH2:11]([c:12]1[cH:13][cH:14][cH:15][cH:16][cH:17]1)[O:18][c:19]1[c:20]([C:21](=[O:22])[NH:23][c:24]2[c:25]([C:26](=[O:27])[O:28][C:29]([CH3:30])([CH3:31])[CH3:32])[cH:33][cH:34][c:35](-[c:37]3[cH:38][cH:39][cH:40][cH:41][cH:42]3)[cH:36]2)[cH:43][cH:44][c:45]([OH:47])[cH:46]1.[CH3:61][CH2:62][O:63][C:64](=[O:65])[CH3:66].[CH3:67][N:68]([CH3:69])[CH:70]=[O:71].[K+:5].[K+:6].[OH:48][C:49]([CH2:50][C:51]([C:52](=[O:53])[OH:54])([CH2:55][C:56](=[O:57])[OH:58])[OH:59])=[O:60]>>[Br:7][CH2:8][CH2:9][O:47][c:45]1[cH:44][cH:43][c:20]([C:21](=[O:22])[NH:23][c:24]2[c:25]([C:26](=[O:27])[O:28][C:29]([CH3:30])([CH3:31])[CH3:32])[cH:33][cH:34][c:35](-[c:37]3[cH:38][cH:39][cH:40][cH:41][cH:42]3)[cH:36]2)[c:19]([O:18][CH2:11][c:12]2[cH:13][cH:14][cH:15][cH:16][cH:17]2)[cH:46]1.